Dataset: the Open Reaction Database (ORD), a public repository of structured organic reaction records. Task: describe an organic reaction: reactants, conditions, products, and yield Starting materials: C[S-], ClC(Cl)Cl, OCc1csc(C(F)(F)F)n1, [Na+], O. The product is CSCc1csc(C(F)(F)F)n1. As a reaction SMILES: [CH3:12][S-:13].[CH:16]([Cl:17])([Cl:18])[Cl:19].[F:1][C:2]([c:3]1[s:4][cH:5][c:6]([CH2:8][OH:9])[n:7]1)([F:10])[F:11].[Na+:14].[OH2:15]>>[F:1][C:2]([c:3]1[s:4][cH:5][c:6]([CH2:8][S:13][CH3:12])[n:7]1)([F:10])[F:11]. The reactants are S(O)(O)(=O)=O (sulfuric acid), ClCC(=O)NC1=C(C=C(C=C1Cl)C#N)Cl (2-chloro-N-(2,6-dichloro-4-cyanophenyl)acetamide). Reaction conditions: temperature 0 celsius, time 3 hour. Yields the product ClC=1C=C(C(=O)N)C=C(C1NC(CCl)=O)Cl (3,5-dichloro-4-[(2-chloroacetyl)amino]benzamide). As a reaction SMILES: S(=O)(=O)(O)[OH:2].[Cl:6][CH2:7][C:8]([NH:10][C:11]1[C:16]([Cl:17])=[CH:15][C:14]([C:18]#[N:19])=[CH:13][C:12]=1[Cl:20])=[O:9]>>[Cl:20][C:12]1[CH:13]=[C:14]([CH:15]=[C:16]([Cl:17])[C:11]=1[NH:10][C:8](=[O:9])[CH2:7][Cl:6])[C:18]([NH2:19])=[O:2]. Procedure: 16.8 Parts of concentrated sulfuric acid were stirred and cooled to 0° C. and there were added portionwise 4.2 parts of 2-chloro-N-(2,6-dichloro-4-cyanophenyl)acetamide. Upon completion, stirring was continued for 3 hours in an ice-bath. The reaction mixture was allowed to stand overnight at room temperature and poured onto ice-water. The precipitated product was filtered off, washed with water, dried and boiled in acetonitrile. The product was filtered off and dried, yielding 2.7 parts of 3,5-d... Reactants: C(C)(C)(C)OC(=O)N1CCC(CC1)C1CC=2C(=CN=C(C2)Cl)O1 (4-(5-chloro-2,3-dihydro-furo[2,3-c]pyridin-2-yl)-piperidine-1-carboxylic acid tert-butyl ester), FC1=C(C=CC(=C1)CS(=O)(=O)C)B1OC(C(O1)(C)C)(C)C (2-(2-fluoro-4-methanesulfonylmethyl-phenyl)-4,4,5,5-tetramethyl-[1,3,2]dioxaborolane), Intermediate 10. Reaction SMILES: [C:1]([O:5][C:6]([N:8]1[CH2:13][CH2:12][CH:11]([CH:14]2[O:23][C:17]3=[CH:18][N:19]=[C:20](Cl)[CH:21]=[C:16]3[CH2:15]2)[CH2:10][CH2:9]1)=[O:7])([CH3:4])([CH3:3])[CH3:2].[F:24][C:25]1[CH:30]=[C:29]([CH2:31][S:32]([CH3:35])(=[O:34])=[O:33])[CH:28]=[CH:27][C:26]=1B1OC(C)(C)C(C)(C)O1>>[C:1]([O:5][C:6]([N:8]1[CH2:13][CH2:12][CH:11]([CH:14]2[O:23][C:17]3=[CH:18][N:19]=[C:20]([C:26]4[CH:27]=[CH:28][C:29]([CH2:31][S:32]([CH3:35])(=[O:34])=[O:33])=[CH:30][C:25]=4[F:24])[CH:21]=[C:16]3[CH2:15]2)[CH2:10][CH2:9]1)=[O:7])([CH3:4])([CH3:3])[CH3:2]. Procedure: The title compound is prepared from 4-(5-chloro-2,3-dihydro-furo[2,3-c]pyridin-2-yl)-piperidine-1-carboxylic acid tert-butyl ester and 2-(2-fluoro-4-methanesulfonylmethyl-phenyl)-4,4,5,5-tetramethyl-[1,3,2]dioxaborolane following a procedure analogous to that described for Intermediate 10. LC (method 1): tR=1.61 min; Mass spectrum (ESI+): m/z=491 [M+H]+. Yields the product C(C)(C)(C)OC(=O)N1CCC(CC1)C1CC=2C(=CN=C(C2)C2=C(C=C(C=C2)CS(=O)(=O)C)F)O1 (4-[5-(2-Fluoro-4-methanesulfonylmethyl-phenyl)-2,3-dihydro-furo[2,3-c]pyridin-2-yl]-piperidine-1-carboxylic acid tert-butyl ester). Reactants: C(C)(=O)NC=1C=C2N([C@H](CN(C2=CC1C=1C=NN(C1)C1CC1)C(=O)OC(C)C)C)C(C)=O (isopropyl (S)-6-acetamido-4-acetyl-7-(1-cyclopropyl-1H-pyrazol-4-yl)-3-methyl-3,4-dihydroquinoxaline-1(2H)-carboxylate), C(C)(=O)N1[C@H](CN(C2=CC(=C(C=C12)N)C1=CC=C(C=C1)S(=O)(=O)C)C(=O)OC(C)C)C (isopropyl (S)-4-acetyl-6-amino-3-methyl-7-(4-(methylsulfonyl)phenyl)-3,4-dihydroquinoxaline-1(2H)-carboxylate), ClC(=O)OC (methyl chloroformate), C(C)(=O)OC(C)=O (acetic anhydride). The product is C(C)(=O)N1[C@H](CN(C2=CC(=C(C=C12)NC(=O)OC)C1=CC=C(C=C1)S(=O)(=O)C)C(=O)OC(C)C)C (Isopropyl (S)-4-acetyl-6-((methoxycarbonyl)amino)-3-methyl-7-(4-(methylsulfonyl)phenyl)-3,4-dihydroquinoxaline-1(2H)-carboxylate). As a reaction SMILES: [C:1]([N:4]1[C:13]2[C:8](=[CH:9][C:10]([C:15]3[CH:20]=[CH:19][C:18]([S:21]([CH3:24])(=[O:23])=[O:22])=[CH:17][CH:16]=3)=[C:11]([NH2:14])[CH:12]=2)[N:7]([C:25]([O:27][CH:28]([CH3:30])[CH3:29])=[O:26])[CH2:6][C@@H:5]1[CH3:31])(=[O:3])[CH3:2].Cl[C:33]([O:35][CH3:36])=[O:34].C(OC(=O)C)(=O)C.C(NC1C=C2C(=CC=1C1C=NN(C3CC3)C=1)N(C(OC(C)C)=O)C[C@H](C)N2C(=O)C)(=O)C>>[C:1]([N:4]1[C:13]2[C:8](=[CH:9][C:10]([C:15]3[CH:16]=[CH:17][C:18]([S:21]([CH3:24])(=[O:23])=[O:22])=[CH:19][CH:20]=3)=[C:11]([NH:14][C:33]([O:35][CH3:36])=[O:34])[CH:12]=2)[N:7]([C:25]([O:27][CH:28]([CH3:30])[CH3:29])=[O:26])[CH2:6][C@@H:5]1[CH3:31])(=[O:3])[CH3:2]. Procedure details: Isopropyl (S)-4-acetyl-6-((methoxycarbonyl)amino)-3-methyl-7-(4-(methylsulfonyl)phenyl)-3,4-dihydroquinoxaline-1(2H)-carboxylate was synthesized from isopropyl (S)-4-acetyl-6-amino-3-methyl-7-(4-(methylsulfonyl)phenyl)-3,4-dihydroquinoxaline-1(2H)-carboxylate and methyl chloroformate (instead of acetic anhydride) according to the procedure described above for isopropyl (S)-6-acetamido-4-acetyl-7-(1-cyclopropyl-1H-pyrazol-4-yl)-3-methyl-3,4-dihydroquinoxaline-1(2H)-carboxylate (Example 235). MS (... Reactants: CC(=O)c1cccc(Nc2cc(C)nc(N)n2)c1, CI, CC(C)=O. The product is CC(=O)c1cccc(Nc2cc(C)[n+](C)c(N)n2)c1, [I-]. RXN SMILES: [C:1]([CH3:2])(=[O:3])[c:4]1[cH:5][c:6]([NH:10][c:11]2[n:12][c:13]([NH2:18])[n:14][c:15]([CH3:17])[cH:16]2)[cH:7][cH:8][cH:9]1.[CH3:19][I:20].[CH3:21][C:22](=[O:23])[CH3:24]>>[C:1]([CH3:2])(=[O:3])[c:4]1[cH:5][c:6]([NH:10][c:11]2[n:12][c:13]([NH2:18])[n+:14]([CH3:19])[c:15]([CH3:17])[cH:16]2)[cH:7][cH:8][cH:9]1.[I-:20]. The reactants are C(#CCCCCCCCCCC)C1=CC=C(CN(CC2=CC=C(C=C2)C(F)(F)F)C(C(=O)OCC)=O)C=C1 (ethyl {(4-dodec-1-ynylbenzyl)[4-(trifluoromethyl)benzyl]amino}(oxo)acetate). Solvent: CCOC(=O)C (EtOAc). Product: C(C)OC(C(=O)N(CC1=CC=C(C=C1)C(F)(F)F)CC1=CC=C(C=C1)CCCCCCCCCCCC)=O (ethyl{(4-dodecylbenzyl)[4-(trifluoromethyl)benzyl]amino}-(oxo)-acetate). The yield is 95.0%. As a reaction SMILES: [C:1]([C:13]1[CH:38]=[CH:37][C:16]([CH2:17][N:18]([C:30](=[O:36])[C:31]([O:33][CH2:34][CH3:35])=[O:32])[CH2:19][C:20]2[CH:25]=[CH:24][C:23]([C:26]([F:29])([F:28])[F:27])=[CH:22][CH:21]=2)=[CH:15][CH:14]=1)#[C:2][CH2:3][CH2:4][CH2:5][CH2:6][CH2:7][CH2:8][CH2:9][CH2:10][CH2:11][CH3:12]>CCOC(C)=O>[CH2:34]([O:33][C:31](=[O:32])[C:30]([N:18]([CH2:17][C:16]1[CH:15]=[CH:14][C:13]([CH2:1][CH2:2][CH2:3][CH2:4][CH2:5][CH2:6][CH2:7][CH2:8][CH2:9][CH2:10][CH2:11][CH3:12])=[CH:38][CH:37]=1)[CH2:19][C:20]1[CH:25]=[CH:24][C:23]([C:26]([F:27])([F:28])[F:29])=[CH:22][CH:21]=1)=[O:36])[CH3:35]. Procedure: The same procedure as employed in the preparation of Example 1 (step c) but using ethyl {(4-dodec-1-ynylbenzyl)[4-(trifluoromethyl)benzyl]amino}(oxo)acetate in EtOAc gave the title compound as a colorless oil (95%). 1H NMR (CDCl3, 300 MHz) δ 7.63 (d, 0.7H, J=8.2 Hz), 7.60 (d, 1.3H, J=8.1 Hz), 7.39 (d, 0.7H, J=8.2 Hz), 7.33 (d, 1.3H, J=8.1 Hz), 7.15 (m, 4H), 4.54 (s, 1.3H), 4.48 (s, 0.7H), 4.41-4.30 (m, 4H), 2.61 (m, 2H), 1.61 (m, 2H), 1.38-1.27 (m, 2H), 0.89 (t, 3H, J=6.7 Hz). HPLC (Condition A)...